The task is: describe an organic reaction: reactants, conditions, products, and yield. This data is from the Open Reaction Database (ORD), a public repository of structured organic reaction records. Solvent: CO (MeOH), O (H2O). Product: FC(C1=CC=C(C=C1)S(=O)(=O)NC[C@@H]1CC[C@H](CC1)C(=O)O)(F)F (trans-4-[(4-trifluoromethyl-benzenesulfonylamino)-methyl]-cyclohexanecarboxylic acid). The reactants are COC(=O)[C@@H]1CC[C@H](CC1)CNS(=O)(=O)C1=CC=C(C=C1)C(F)(F)F (trans-4-[(4-trifluoromethyl-benzenesulfonylamino)-methyl]-cyclohexanecarboxylic acid methyl ester), [OH-].[K+] (KOH), Cl (HCl). Yield: 95.4%. As a reaction SMILES: C[O:2][C:3]([C@H:5]1[CH2:10][CH2:9][C@H:8]([CH2:11][NH:12][S:13]([C:16]2[CH:21]=[CH:20][C:19]([C:22]([F:25])([F:24])[F:23])=[CH:18][CH:17]=2)(=[O:15])=[O:14])[CH2:7][CH2:6]1)=[O:4].[OH-].[K+].Cl>CO.O>[F:25][C:22]([F:23])([F:24])[C:19]1[CH:18]=[CH:17][C:16]([S:13]([NH:12][CH2:11][C@H:8]2[CH2:7][CH2:6][C@H:5]([C:3]([OH:4])=[O:2])[CH2:10][CH2:9]2)(=[O:14])=[O:15])=[CH:21][CH:20]=1 |f:1.2|. Procedure details: A solution of 1.09 g (2.87 mmol) of trans-4-[(4-trifluoromethyl-benzenesulfonylamino)-methyl]-cyclohexanecarboxylic acid methyl ester and 569 mg (85%, 8.62 mmol, 3 eq) of KOH in 20 mL of MeOH and 1 mL of H2O were refluxed for 3 h. After cooling to RT, 4.5 mL of 2M aqueous HCl were added and extracted with 3 portions of 20 mL of CH2Cl2. The combined organic phases were washed with H2O, then with brine, dried over anhydrous Na2SO4 and finally evaporated, leaving 1 g (95%) of trans-4-[(4-trifluorom... Reactants: FC1=CC=C(C=C1)C(CC1=CC=C(C=C1)SC)=O (1-(4-fluorophenyl)-2-(4-methylthiophenyl)-ethanone), CN(C=O)C (N,N-dimethylformamide), ice water, P(=O)(Cl)(Cl)Cl (phosphorus oxychloride). As a reaction SMILES: [F:1][C:2]1[CH:7]=[CH:6][C:5]([C:8](=O)[CH2:9][C:10]2[CH:15]=[CH:14][C:13]([S:16][CH3:17])=[CH:12][CH:11]=2)=[CH:4][CH:3]=1.CN(C)[CH:21]=[O:22].P(Cl)(Cl)([Cl:26])=O>C(Cl)(Cl)Cl>[Cl:26][C:8]([C:5]1[CH:6]=[CH:7][C:2]([F:1])=[CH:3][CH:4]=1)=[C:9]([C:10]1[CH:15]=[CH:14][C:13]([S:16][CH3:17])=[CH:12][CH:11]=1)[CH:21]=[O:22]. Yield: 96.0%. Yields the product ClC(=C(C=O)C1=CC=C(C=C1)SC)C1=CC=C(C=C1)F (3-chloro-3-(4-fluorophenyl)-2-(4-methylthiophenyl)acrylaldehyde). Reaction conditions: time 30 minute. Run in C(Cl)(Cl)Cl (chloroform). Reported procedure: A 48 g quantity (0.18 mole) of 1-(4-fluorophenyl)-2-(4-methylthiophenyl)-ethanone was suspended in a mixture of 500 ml of chloroform and 57 ml (0.74 mole) of N,N-dimethylformamide. To the suspension was added dropwise 60 ml (0.64 mole) of phosphorus oxychloride with stirring over a period of 30 minutes with cooling in an ice-saline solution bath. After the addition, the resulting mixture was further stirred at 20° C. for 2 hours and refluxed with heating for 18 hours. After being cooled to room ... The reactants are F[B-](F)(F)F, CCOC(=O)C(=CC=C(C(=S)OCC)N(C)C)c1ccccc1, CCOC(=O)C(=CC=[N+](C)C)N(C)C, CCO, CCOC(=O)CSc1ccc(Cl)cc1. Yields the product CCOC(=O)C(=CC=C(C(=O)OCC)N(C)C)Sc1ccc(Cl)cc1. As a reaction SMILES: [B-:24]([F:25])([F:26])([F:27])[F:28].[CH3:1][N:2]([CH3:3])[C:4](=[CH:5][CH:6]=[C:7]([c:8]1[cH:9][cH:10][cH:11][cH:12][cH:13]1)[C:14]([O:15][CH2:16][CH3:17])=[O:18])[C:19]([O:20][CH2:21][CH3:22])=[S:23].[CH3:29][N:30]([C:31](=[CH:32][CH:33]=[N+:34]([CH3:35])[CH3:36])[C:37](=[O:38])[O:39][CH2:40][CH3:41])[CH3:42].[CH3:57][CH2:58][OH:59].[Cl:43][c:44]1[cH:45][cH:46][c:47]([S:50][CH2:51][C:52](=[O:53])[O:54][CH2:55][CH3:56])[cH:48][cH:49]1>>[CH3:29][N:30]([C:31](=[CH:32][CH:33]=[C:51]([S:50][c:47]1[cH:46][cH:45][c:44]([Cl:43])[cH:49][cH:48]1)[C:52](=[O:53])[O:54][CH2:55][CH3:56])[C:37](=[O:38])[O:39][CH2:40][CH3:41])[CH3:42]. The reactants are O=C=NC12CC3CC(CC(C3)C1)C2, CN1CCN(CCCNc2ncc3cc(-c4c(Cl)cccc4Cl)c(N)nc3n2)CC1. Yields the product CN1CCN(CCCNc2ncc3cc(-c4c(Cl)cccc4Cl)c(NC(=O)NC45CC6CC(CC(C6)C4)C5)nc3n2)CC1. RXN SMILES: [C:31]12([N:41]=[C:42]=[O:43])[CH2:32][CH:33]3[CH2:34][CH:35]([CH2:36][CH:37]([CH2:38]1)[CH2:39]3)[CH2:40]2.[CH3:1][N:2]1[CH2:3][CH2:4][N:5]([CH2:8][CH2:9][CH2:10][NH:11][c:12]2[n:13][cH:14][c:15]3[c:16]([n:17]2)[n:18][c:19]([NH2:30])[c:20](-[c:22]2[c:23]([Cl:29])[cH:24][cH:25][cH:26][c:27]2[Cl:28])[cH:21]3)[CH2:6][CH2:7]1>>[CH3:1][N:2]1[CH2:3][CH2:4][N:5]([CH2:8][CH2:9][CH2:10][NH:11][c:12]2[n:13][cH:14][c:15]3[c:16]([n:17]2)[n:18][c:19]([NH:30][C:42]([NH:41][C:31]24[CH2:32][CH:33]5[CH2:34][CH:35]([CH2:36][CH:37]([CH2:38]2)[CH2:39]5)[CH2:40]4)=[O:43])[c:20](-[c:22]2[c:23]([Cl:29])[cH:24][cH:25][cH:26][c:27]2[Cl:28])[cH:21]3)[CH2:6][CH2:7]1. The reactants are Cl.Cl.NC1=CC(=C(C(=O)NCC2CCNCC2)C=C1Cl)OC (4-Amino-5-chloro-2-methoxy-N-(piperidin-4-ylmethyl)benzamide dihydrochloride), BrCCCCCC(=O)C1=C(C=C(C=C1)C)Cl (6-bromo-1-(2-chloro-4-methylphenyl)-1-hexanone). Product: NC1=CC(=C(C(=O)NCC2CCN(CC2)CCCCCC(=O)C2=C(C=C(C=C2)C)Cl)C=C1Cl)OC (4-amino-5-chloro-2-methoxy-N-((1-(6-(2-chloro-4-methylphenyl)-6-oxohexyl)piperidin-4-yl)methyl)benzamide). RXN SMILES: Cl.Cl.[NH2:3][C:4]1[C:19]([Cl:20])=[CH:18][C:7]([C:8]([NH:10][CH2:11][CH:12]2[CH2:17][CH2:16][NH:15][CH2:14][CH2:13]2)=[O:9])=[C:6]([O:21][CH3:22])[CH:5]=1.Br[CH2:24][CH2:25][CH2:26][CH2:27][CH2:28][C:29]([C:31]1[CH:36]=[CH:35][C:34]([CH3:37])=[CH:33][C:32]=1[Cl:38])=[O:30]>>[NH2:3][C:4]1[C:19]([Cl:20])=[CH:18][C:7]([C:8]([NH:10][CH2:11][CH:12]2[CH2:13][CH2:14][N:15]([CH2:24][CH2:25][CH2:26][CH2:27][CH2:28][C:29]([C:31]3[CH:36]=[CH:35][C:34]([CH3:37])=[CH:33][C:32]=3[Cl:38])=[O:30])[CH2:16][CH2:17]2)=[O:9])=[C:6]([O:21][CH3:22])[CH:5]=1 |f:0.1.2|. Procedure: 4-Amino-5-chloro-2-methoxy-N-(piperidin-4-ylmethyl)benzamide dihydrochloride as starting compound and 6-bromo-1-(2-chloro-4-methylphenyl)-1-hexanone are reacted and treated in the same manner as in Example 199 to give 4-amino-5-chloro-2-methoxy-N-((1-(6-(2-chloro-4-methylphenyl)-6-oxohexyl)piperidin-4-yl)methyl)benzamide. The reactants are N (ammonia), C(=S)(Cl)Cl (Thiophosgene), C(C)(C)(C)OC(NC(C)(C1=CC(=CC=C1)N)C)=O (N-(1-methyl-1-(3-aminophenyl)ethyl)carbamic acid t-butyl ester), C([O-])([O-])=O.[Ca+2] (calcium carbonate). The solvent is C(Cl)Cl (methylene chloride), O (water). Conditions: time 5 hour. Product: C(C)(C)(C)OC(NC(C)(C1=CC(=CC=C1)NC(=S)N)C)=O (N-(1-methyl-1-(3-thioureidophenyl)ethyl)carbamic acid t-butyl ester). Isolated yield 89.0%. As a reaction SMILES: [C:1](Cl)(Cl)=[S:2].[C:5]([O:9][C:10](=[O:22])[NH:11][C:12]([CH3:21])([C:14]1[CH:19]=[CH:18][CH:17]=[C:16]([NH2:20])[CH:15]=1)[CH3:13])([CH3:8])([CH3:7])[CH3:6].C(=O)([O-])[O-].[Ca+2].[NH3:28]>C(Cl)Cl.O>[C:5]([O:9][C:10](=[O:22])[NH:11][C:12]([CH3:13])([C:14]1[CH:19]=[CH:18][CH:17]=[C:16]([NH:20][C:1]([NH2:28])=[S:2])[CH:15]=1)[CH3:21])([CH3:6])([CH3:7])[CH3:8] |f:2.3|. Reported procedure: Thiophosgene (0.12 ml) and a solution of the compound (284 mg) obtained in Example 2 in methylene chloride (10 ml) were added dropwise to a suspension of calcium carbonate (319 mg) in water (5 ml) at room temperature and stirred at room temperature for 5 h; thereafter, a 28% aqueous ammonia solution (5 ml) was added to the reaction mixture and stirred at room temperature for 16 h. After neutralization with 2 N HCl, the reaction mixture was extracted with ethyl acetate and the organic layer was w... Reactants: ClC1=C(C=O)C=CC(=C1)Cl (2,4-dichlorobenzaldehyde), C(C)(=O)[O-].[NH4+] (ammonium acetate), [N+](=O)([O-])CC (nitroethane). The solvent is C(C)(=O)OCC (ethyl acetate). Yields the product ClC1=C(C=CC(=C1)Cl)C=C(C)[N+](=O)[O-] (2,4-dichloro-1-(2-nitro-1-propenyl)benzene). Isolated yield 51.9%. Reaction SMILES: [Cl:1][C:2]1[CH:9]=[C:8]([Cl:10])[CH:7]=[CH:6][C:3]=1[CH:4]=O.C([O-])(=O)C.[NH4+].[N+:16]([CH2:19][CH3:20])([O-:18])=[O:17]>C(OCC)(=O)C>[Cl:1][C:2]1[CH:9]=[C:8]([Cl:10])[CH:7]=[CH:6][C:3]=1[CH:4]=[C:19]([N+:16]([O-:18])=[O:17])[CH3:20] |f:1.2|. Reported procedure: A mixture of 2,4-dichlorobenzaldehyde (1.45 g, 8.3 mmol), ammonium acetate (0.64 g, 8.3 mmol) and nitroethane (6 g, 80 mmol) was heated under reflux for 6 hr. The mixture was allowed to cool to room temperature and ethyl acetate was added. The mixture was washed with water and saturated brine, dried over anhydrous magnesium sulfate, and concentrated. Recrystallization from ethanol gave 2,4-dichloro-1-(2-nitro-1-propenyl)benzene (yellow needle crystals, yield; 1.0 g, 52%). Procedure: 0.86 g of 3-fluoro-4-nitrophenol and 2.25 g of 3,4-methylenedioxyaniline were mixed and stirred for 5 hours at 120° C. The raw mixture was chromatographed on silica gel. Reaction conditions: temperature 120 celsius, time 5 hour. The reactants are FC=1C=C(C=CC1[N+](=O)[O-])O (3-fluoro-4-nitrophenol), C1OC=2C=C(N)C=CC2O1 (3,4-methylenedioxyaniline). RXN SMILES: F[C:2]1[CH:3]=[C:4]([OH:11])[CH:5]=[CH:6][C:7]=1[N+:8]([O-:10])=[O:9].[CH2:12]1[O:21][C:20]2[CH:19]=[CH:18][C:16]([NH2:17])=[CH:15][C:14]=2[O:13]1>>[CH2:12]1[O:21][C:20]2[CH:19]=[CH:18][C:16]([NH:17][C:2]3[CH:3]=[C:4]([OH:11])[CH:5]=[CH:6][C:7]=3[N+:8]([O-:10])=[O:9])=[CH:15][C:14]=2[O:13]1. Product: C1OC=2C=C(C=CC2O1)NC=1C=C(C=CC1[N+](=O)[O-])O (3-(3,4-Methylenedioxyphenyl) amino-4-nitrophenol). The reactants are ClC1=NC(=C(C(=O)OC)C=C1CC)OC (methyl 6-chloro-5-ethyl-2-methoxynicotinate), C(=O)([O-])[O-].[K+].[K+] (K2CO3), BrC1=CC=2C=C3N(C2C=C1)CCN(C3)C(=O)OC(C)(C)C (tert-butyl 8-bromo-3,4-dihydropyrazino[1,2-a]indole-2(1H)-carboxylate), B1(OC(C(O1)(C)C)(C)C)B2OC(C(O2)(C)C)(C)C (bis(pinacolato)diboron), C(C)(=O)[O-].[K+] (potassium acetate). Reagents/catalysts: C1=CC=C(C=C1)P([C-]2C=CC=C2)C3=CC=CC=C3.C1=CC=C(C=C1)P([C-]2C=CC=C2)C3=CC=CC=C3.Cl[Pd]Cl.[Fe+2] (Pd(dppf)Cl2). Solvent: O (H2O), O (H2O). Conditions: temperature 120 celsius. The product is C(C)(C)(C)OC(=O)N1CC=2N(C=3C=CC(=CC3C2)C2=NC(=C(C=C2CC)C(=O)OC)OC)CC1 (tert-butyl-8-(3-ethyl-6-methoxy-5-(methoxycarbonyl)pyridin-2-yl)-3,4-dihydropyrazino[1,2-a]indole-2(1H)-carboxylate). Yield: 28.6%. RXN SMILES: Br[C:2]1[CH:10]=[CH:9][C:8]2[N:7]3[CH2:11][CH2:12][N:13]([C:15]([O:17][C:18]([CH3:21])([CH3:20])[CH3:19])=[O:16])[CH2:14][C:6]3=[CH:5][C:4]=2[CH:3]=1.B1(B2OC(C)(C)C(C)(C)O2)OC(C)(C)C(C)(C)O1.C([O-])(=O)C.[K+].Cl[C:46]1[C:55]([CH2:56][CH3:57])=[CH:54][C:49]([C:50]([O:52][CH3:53])=[O:51])=[C:48]([O:58][CH3:59])[N:47]=1.C([O-])([O-])=O.[K+].[K+]>O.C1C=CC(P(C2C=CC=CC=2)[C-]2C=CC=C2)=CC=1.C1C=CC(P(C2C=CC=CC=2)[C-]2C=CC=C2)=CC=1.Cl[Pd]Cl.[Fe+2]>[C:18]([O:17][C:15]([N:13]1[CH2:12][CH2:11][N:7]2[C:8]3[CH:9]=[CH:10][C:2]([C:46]4[C:55]([CH2:56][CH3:57])=[CH:54][C:49]([C:50]([O:52][CH3:53])=[O:51])=[C:48]([O:58][CH3:59])[N:47]=4)=[CH:3][C:4]=3[CH:5]=[C:6]2[CH2:14]1)=[O:16])([CH3:21])([CH3:20])[CH3:19] |f:2.3,5.6.7,9.10.11.12|. Procedure details: To a vial was added tert-butyl 8-bromo-3,4-dihydropyrazino[1,2-a]indole-2(1H)-carboxylate (0.318 g, 0.9 mmol), bis(pinacolato)diboron (0.3 g, 1.2 mmol), potassium acetate (0.27 g, 2.7 mmol), and Pd(dppf)Cl2 (26 mg, 4 mol %). The vial was evacuated and back filled with argon. Dioxane (3 mL) was added, the vial was sealed under argon and heated to 120° C. for 18 h. The reaction mixture was then cooled to room temperature and methyl 6-chloro-5-ethyl-2-methoxynicotinate (0.23 g, 1.0 mmol) was added ...